From a dataset of the Open Reaction Database (ORD), a public repository of structured organic reaction records. describe an organic reaction: reactants, conditions, products, and yield Starting materials: CC=1C=C(C=C(C1Br)C)O (3,5-dimethyl-4-bromophenol), S(=O)(=O)(C1=CC=C(C)C=C1)OCP(OCC)(OCC)=O (diethyl tosyloxymethylphosphonate), O (water), [H-].[Na+] (NaH). The solvent is CN(C)C=O (DMF), CN(C)C=O (DMF), CN(C)C=O (DMF). Conditions: time 14 hour. The product is CC=1C=C(OCP(OCC)(OCC)=O)C=C(C1Br)C (diethyl (3,5-dimethyl-4-bromophenoxy)methylphosphonate). Reaction SMILES: [H-].[Na+].[CH3:3][C:4]1[CH:5]=[C:6]([OH:12])[CH:7]=[C:8]([CH3:11])[C:9]=1[Br:10].S(O[CH2:24][P:25](=[O:32])([O:29][CH2:30][CH3:31])[O:26][CH2:27][CH3:28])(C1C=CC(C)=CC=1)(=O)=O.O>CN(C=O)C>[CH3:3][C:4]1[CH:5]=[C:6]([CH:7]=[C:8]([CH3:11])[C:9]=1[Br:10])[O:12][CH2:24][P:25](=[O:32])([O:29][CH2:30][CH3:31])[O:26][CH2:27][CH3:28] |f:0.1|. Reported procedure: To a stirred suspension of NaH (0.5 g, 22.0 mmol) in anhydrous DMF (20 mL) at 0° C. was added 3,5-dimethyl-4-bromophenol (2.2 g, 11.0 mmol) in DMF (5 mL) followed by diethyl tosyloxymethylphosphonate (3.9 g, 24.2 mmol) in DMF (5.0 mL) 30 min later. The reaction mixture was stirred for 14 h at room temperature and poured into water (30 mL). The aqueous solution was extracted with ethyl acetate (2×100 mL) and the combined organic layers were washed with brine, dried over Na2SO4, filtered and conce... Run in CC(=O)C (acetone), C(C)(=O)OCC (ethyl acetate), CCCCCC (hexane). Procedure details: A mixture of 2,3-dihydroisoindol-1-one (0.066 g, 0.5 mmol,), 2-(bromoethoxy)benzene (0.121 g, 0.6 mmol), Cs2CO3 (0.408 g, 1.25 mmol), and 18-crown-6 (0.013 g, 0.05 mmol) in acetone (3 mL) was stirred at 70° C. for 16 h. Workup and silica gel column chromatography using 30% ethyl acetate in hexane afforded 2-(2-phenoxy-ethyl)-2,3-dihydro-isoindol-1-one (0.099 g, 78%). 1H NMR (300 MHz, CDCl3): δ (ppm) 4.05 (t, 2H), 4.26 (t, 2H), 4.64 (s, 2H), 6.92 (m, 3H), 7.22-7.60 (m, 5H), 7.88 (d, 1H), GC-MS: m... RXN SMILES: [C:1]1(=[O:10])[C:9]2[C:4](=[CH:5][CH:6]=[CH:7][CH:8]=2)[CH2:3][NH:2]1.Br[CH2:12][CH2:13][O:14][C:15]1[CH:20]=[CH:19][CH:18]=[CH:17][CH:16]=1.C([O-])([O-])=O.[Cs+].[Cs+].C1OCCOCCOCCOCCOCCOC1>CC(C)=O.CCCCCC.C(OCC)(=O)C>[O:14]([CH2:13][CH2:12][N:2]1[CH2:3][C:4]2[C:9](=[CH:8][CH:7]=[CH:6][CH:5]=2)[C:1]1=[O:10])[C:15]1[CH:20]=[CH:19][CH:18]=[CH:17][CH:16]=1 |f:2.3.4|. Yields the product O(C1=CC=CC=C1)CCN1C(C2=CC=CC=C2C1)=O (2-(2-phenoxy-ethyl)-2,3-dihydro-isoindol-1-one). Isolated yield 78.2%. Reactants: C1(NCC2=CC=CC=C12)=O (2,3-dihydroisoindol-1-one), BrCCOC1=CC=CC=C1 (2-(bromoethoxy)benzene), C(=O)([O-])[O-].[Cs+].[Cs+] (Cs2CO3), C1COCCOCCOCCOCCOCCO1 (18-crown-6). Conditions: temperature 70 celsius, time 16 hour. Starting materials: OCCOCN1C2=NC(=NC=C2N=C1)N (9-(2-hydroxyethoxymethyl)-2-amino-9H-purine), CC(=O)OCC1=C2C=CC=CC2=C(C3=CC=CC=C31)COC(=O)C (acetic). Reagents/catalysts: CN(C1=CC=NC=C1)C (4-dimethylaminopyridine). Solvent: CN(C=O)C (dimethylformamide). Reaction conditions: time 2 day. The product is C(C)(=O)OCCOCN1C2=NC(=NC=C2N=C1)N (9-(2-acetoxyethoxymethyl)-2-amino-9H-purine). As a reaction SMILES: [OH:1][CH2:2][CH2:3][O:4][CH2:5][N:6]1[CH:14]=[N:13][C:12]2[C:7]1=[N:8][C:9]([NH2:15])=[N:10][CH:11]=2.[CH3:16][C:17](OCC1C2C(=CC=CC=2)C(COC(C)=O)=C2C=1C=CC=C2)=[O:18]>CN(C)C1C=CN=CC=1.CN(C)C=O>[C:17]([O:1][CH2:2][CH2:3][O:4][CH2:5][N:6]1[CH:14]=[N:13][C:12]2[C:7]1=[N:8][C:9]([NH2:15])=[N:10][CH:11]=2)(=[O:18])[CH3:16]. Reported procedure: A mixture of 0.82 g (3.92 mM) of 9-(2-hydroxyethoxymethyl)-2-amino-9H-purine, 48 mg (0.392 mM) of a 4-dimethylaminopyridine and 0.75 ml (7.84 mM) of acetic anhyride in 18 ml of dry dimethylformamide was stirred at room temperature for two days. The reaction mixture was evaporated in vacuo and the residue dissolved in ethyl acetate and absorbed on silica gel. The solvent was removed by flash evaporation and the residual powder added to a column prepared for flash chromatography. Elution with 5% m... The solvent is C(C)O (ethanol). The reactants are C(C)(=O)OC1C=2N(C3=C(N(C1=O)C1=CC=CC=C1)C=C(C=C3)Cl)C=NN2 (4-acetoxy-8-chloro-6-phenyl-4H-s-triazolo[4,3-a][1,5]benzodiazepin-5-one), [OH-].[Na+] (sodium hydroxide), C(C)(=O)O (acetic acid). As a reaction SMILES: C([O:4][CH:5]1[C:11](=[O:12])[N:10]([C:13]2[CH:18]=[CH:17][CH:16]=[CH:15][CH:14]=2)[C:9]2[CH:19]=[C:20]([Cl:23])[CH:21]=[CH:22][C:8]=2[N:7]2[CH:24]=[N:25][N:26]=[C:6]12)(=O)C.[OH-].[Na+].C(O)(=O)C>C(O)C>[OH:4][CH:5]1[C:11](=[O:12])[N:10]([C:13]2[CH:14]=[CH:15][CH:16]=[CH:17][CH:18]=2)[C:9]2[CH:19]=[C:20]([Cl:23])[CH:21]=[CH:22][C:8]=2[N:7]2[CH:24]=[N:25][N:26]=[C:6]12 |f:1.2|. Product: OC1C=2N(C3=C(N(C1=O)C1=CC=CC=C1)C=C(C=C3)Cl)C=NN2 (4-Hydroxy-8-chloro-6-phenyl-4H-s-triazolo[4,3-a][1,5]benzodiazepin-5-one). Procedure details: 3.5 g of 4-acetoxy-8-chloro-6-phenyl-4H-s-triazolo[4,3-a][1,5]benzodiazepin-5-one and 2.8 ml of 4 N aqueous sodium hydroxide in 160 ml of ethanol are stirred overnight at 25°. The reaction is neutralized with 0.5 g of acetic acid and the solvent is evaporated. The residue is partitioned between chloroform and water, the organic phase is dried and the solvent evaporated to give the title compound. Starting materials: 60, C(C)(=O)C1=C(C=CC=C1)NC(C(Cl)(Cl)Cl)=O (N-(2-acetylphenyl)-2,2,2-trichloroacetamide), NCCO (2-aminoethanol). The solvent is C(C)O (ethanol). Run at time 5.5 hour. Product: 40, ClC(C(=O)NC1=C(C=CC=C1)C(C)=NCCO)(Cl)Cl (2,2,2-trichloro-N-[2-[1-[(2-hydroxyethyl)imino]ethyl]phenyl]acetamide). The yield is 59.0%. RXN SMILES: [C:1]([C:4]1[CH:9]=[CH:8][CH:7]=[CH:6][C:5]=1[NH:10][C:11](=[O:16])[C:12]([Cl:15])([Cl:14])[Cl:13])(=O)[CH3:2].[NH2:17][CH2:18][CH2:19][OH:20]>C(O)C>[Cl:13][C:12]([Cl:15])([Cl:14])[C:11]([NH:10][C:5]1[CH:6]=[CH:7][CH:8]=[CH:9][C:4]=1[C:1](=[N:17][CH2:18][CH2:19][OH:20])[CH3:2])=[O:16]. Procedure: A mixture of 60 parts of N-(2-acetylphenyl)-2,2,2-trichloroacetamide, 14 parts of 2-aminoethanol and 200 parts of ethanol is stirred first for 5.50 hours at reflux and further overnight while the temperature is allowed to cool to room temperature. The formed precipitate is filtered off. The product is washed with 2,2'-oxybispropane and dried in vacuo, yielding 40 parts (59%) of 2,2,2-trichloro-N-[2-[1-[(2-hydroxyethyl)imino]ethyl]phenyl]acetamide; mp. 182° C.